From a dataset of the Open Reaction Database (ORD), a public repository of structured organic reaction records. describe an organic reaction: reactants, conditions, products, and yield Reactants: O=C1CCc2cc(C(=O)c3ccccc3)ccc2N1, CO, Cc1ccccc1, Cl, [Na+], [OH-], O. Reaction SMILES: [C:1]([c:2]1[cH:3][cH:4][cH:5][cH:6][cH:7]1)(=[O:8])[c:9]1[cH:10][c:11]2[c:16]([cH:17][cH:18]1)[NH:15][C:14](=[O:19])[CH2:13][CH2:12]2.[CH3:24][OH:25].[CH3:26][c:27]1[cH:28][cH:29][cH:30][cH:31][cH:32]1.[ClH:22].[Na+:21].[OH-:20].[OH2:23]>>[CH:1]([c:2]1[cH:3][cH:4][cH:5][cH:6][cH:7]1)([OH:8])[c:9]1[cH:10][c:11]2[c:16]([cH:17][cH:18]1)[NH:15][C:14](=[O:19])[CH2:13][CH2:12]2. The product is O=C1CCc2cc(C(O)c3ccccc3)ccc2N1. The reactants are COC(=O)[C@@H]1[C@@H](C(N1CC1=C(C=C(C=C1)OC)OC)=O)NC(CC1=CC=CC=C1)=O (cis-1-(2,4-dimethoxybenzyl)-3-phenylacetamido-2-oxoazetidine-4-carboxylic acid methyl ester), S(=O)(=O)([O-])OOS(=O)(=O)[O-].[K+].[K+] (potassium persulfate), P(=O)([O-])([O-])O.[K+].[K+] (dipotassium phosphate). Run in C(C)#N (acetonitrile), O (water). Reaction SMILES: [CH3:1][O:2][C:3]([C@H:5]1[N:8](CC2C=CC(OC)=CC=2OC)[C:7](=[O:20])[C@H:6]1[NH:21][C:22](=[O:30])[CH2:23][C:24]1[CH:29]=[CH:28][CH:27]=[CH:26][CH:25]=1)=[O:4].S(OOS([O-])(=O)=O)([O-])(=O)=O.[K+].[K+].P(O)([O-])([O-])=O.[K+].[K+]>C(#N)C.O>[CH3:1][O:2][C:3]([C@H:5]1[NH:8][C:7](=[O:20])[C@H:6]1[NH:21][C:22](=[O:30])[CH2:23][C:24]1[CH:29]=[CH:28][CH:27]=[CH:26][CH:25]=1)=[O:4] |f:1.2.3,4.5.6|. Product: COC(=O)[C@@H]1[C@@H](C(N1)=O)NC(CC1=CC=CC=C1)=O (cis-3-phenylacetamido-2-oxoazetidine-4-carboxylic acid methyl ester). Procedure details: A mixture of 412 mg of cis-1-(2,4-dimethoxybenzyl)-3-phenylacetamido-2-oxoazetidine-4-carboxylic acid methyl ester, 810 mg of potassium persulfate and 261 mg of dipotassium phosphate in 20 ml of acetonitrile and 20 ml of water is heated under reflux for one hour. The reaction mixture is concentrated in vacuo and the residue is dissolved in ethyl acetate, and washed successively with an aqueous 5% sodium hydrogen carbonate solution and an aqueous sodium chloride solution, and dried over magnesium... Reactants: CI, CC(C)[N-]C(C)C, [Li+], COC(=O)C1CCC2(CC1)OCCO2. Product: COC(=O)C1(C)CCC2(CC1)OCCO2. Reaction SMILES: [CH3:15][I:16].[CH3:18][CH:19]([N-:20][CH:21]([CH3:22])[CH3:23])[CH3:24].[Li+:17].[O:1]1[CH2:2][CH2:3][O:4][C:5]12[CH2:6][CH2:7][CH:8]([C:11](=[O:12])[O:13][CH3:14])[CH2:9][CH2:10]2>>[O:1]1[CH2:2][CH2:3][O:4][C:5]12[CH2:6][CH2:7][C:8]([C:11](=[O:12])[O:13][CH3:14])([CH3:18])[CH2:9][CH2:10]2. The reactants are CI (methyl iodide), [H-].[Na+] (NaH), CCCCCC (hexane), FC=1C=C2N=CC(=NC2=CC1)OC1=CC=C(OC(C(=O)NC2=CC=C(C=C2)OC(F)(F)F)C)C=C1 (2-(4-((6-fluoro-2-quinoxalinyl)oxy)phenoxy)-N-(4-(trifluoromethoxy)phenyl)propanamide). Run in CN(C)C=O (DMF), CN(C)C=O (DMF). Run at time 10 minute. Yields the product FC=1C=C2N=CC(=NC2=CC1)OC1=CC=C(OC(C(=O)N(C2=CC=C(C=C2)OC(F)(F)F)C)C)C=C1 (2-(4-((6-Fluoro-2-quinoxalinyl)oxy)phenoxy)-N-methyl-N-(4-(trifluoromethoxy)phenyl)propanamide). Isolated yield 50.0%. RXN SMILES: [H-].[Na+].[CH3:3]CCCCC.[F:9][C:10]1[CH:11]=[C:12]2[C:17](=[CH:18][CH:19]=1)[N:16]=[C:15]([O:20][C:21]1[CH:43]=[CH:42][C:24]([O:25][CH:26]([CH3:41])[C:27]([NH:29][C:30]3[CH:35]=[CH:34][C:33]([O:36][C:37]([F:40])([F:39])[F:38])=[CH:32][CH:31]=3)=[O:28])=[CH:23][CH:22]=1)[CH:14]=[N:13]2.CI>CN(C=O)C>[F:9][C:10]1[CH:11]=[C:12]2[C:17](=[CH:18][CH:19]=1)[N:16]=[C:15]([O:20][C:21]1[CH:43]=[CH:42][C:24]([O:25][CH:26]([CH3:41])[C:27]([N:29]([CH3:3])[C:30]3[CH:35]=[CH:34][C:33]([O:36][C:37]([F:40])([F:39])[F:38])=[CH:32][CH:31]=3)=[O:28])=[CH:23][CH:22]=1)[CH:14]=[N:13]2 |f:0.1|. Reported procedure: A mixture of 0.23 g (5.7 mmol) of a 60 percent NaH/oil dispersion and 10 ml of hexane was stirred under N2 for 10 minutes. The hexane was decanted off, replaced with 20 ml of DMF and a solution of 2.0 g (4.1 mmol) of 2-(4-((6-fluoro-2-quinoxalinyl)oxy)phenoxy)-N-(4-(trifluoromethoxy)phenyl)propanamide in 20 ml of DMF was added dropwise over a period of 30 minutes. The mixture was stirred at ambient temperature for 1.5 hours when a solution of 1.45 g (10 mmol) of methyl iodide in 10 ml of DMF was... Starting materials: C(C1=CC=CC=C1)Cl (benzyl chloride), CC=1C=CC(=CC1)C (p-xylene), CC=1C=CC(=CC1)C (p-xylene), Cl (hydrogen chloride), C(C1=CC=CC=C1)Cl (benzyl chloride). The reagents and catalysts are [Fe](Cl)(Cl)Cl (iron (III) chloride). Run at time 3 hour. Product: CC1=CC(=C(C=C1)C)CC2=CC=CC=C2 (2,5-dimethyldiphenylmethane). RXN SMILES: [CH2:1](Cl)[C:2]1[CH:7]=[CH:6][CH:5]=[CH:4][CH:3]=1.Cl.[CH3:10][C:11]1[CH:12]=[CH:13][C:14]([CH3:17])=[CH:15][CH:16]=1>[Fe](Cl)(Cl)Cl>[CH3:10][C:11]1[CH:16]=[CH:15][C:14]([CH3:17])=[C:13]([CH2:1][C:2]2[CH:7]=[CH:6][CH:5]=[CH:4][CH:3]=2)[CH:12]=1. Reported procedure: 63.3 Parts of benzyl chloride at 20° are slowly added during 2 hours to a mixture of 1 part of iron (III) chloride and 531 parts of p-xylene held at a temperature of 115°-120° C. The rate of hydrogen chloride evolution is found to be directly proportional to the rate of benzyl chloride addition. After addition, the mixture is held at 120° C. for 3 hours then filtered to remove insoluble matter, and the unreacted p-xylene (406 parts) removed by atmospheric distillation at 135°-145° C. The residue... Starting materials: [Al+3], COc1cc(C[N-]c2ccc(F)cc2[N+](=O)[O-])cc(OC)c1OC, [H-], [H-], [H-], [H-], [Li+]. The product is COc1cc(CNc2ccc(F)cc2N)cc(OC)c1OC. As a reaction SMILES: [Al+3:26].[F:1][c:2]1[cH:3][c:4]([N+:22]([O-:23])=[O:24])[c:5]([N-:8][CH2:9][c:10]2[cH:11][c:12]([O:20][CH3:21])[c:13]([O:18][CH3:19])[c:14]([O:16][CH3:17])[cH:15]2)[cH:6][cH:7]1.[H-:25].[H-:28].[H-:29].[H-:30].[Li+:27]>>[F:1][c:2]1[cH:3][c:4]([NH2:22])[c:5]([NH:8][CH2:9][c:10]2[cH:11][c:12]([O:20][CH3:21])[c:13]([O:18][CH3:19])[c:14]([O:16][CH3:17])[cH:15]2)[cH:6][cH:7]1.